The task is: describe an organic reaction: reactants, conditions, products, and yield. This data is from the Open Reaction Database (ORD), a public repository of structured organic reaction records. Reactants: C(CCC)[Li] (n-Butyllithium), C[Si](N[Si](C)(C)C)(C)C (1,1,1,3,3,3-hexamethyldisilazane), Cl (hydrochloric acid), C1(=CC=CC=C1)COC(CC[C@@H](CC(=O)OC)NC(=O)OC(C)(C)C)=O ((S)-3-[[(1,1-dimethylethoxy)carbonyl]amino]-hexanedioic acid 1-methyl 6-(phenylmethyl) ester), [H][H] (hydrogen). Reagents/catalysts: [Pd] (palladium-on-carbon). Run in C(C)O (ethanol), CCCCCC (hexane), O1CCCC1 (tetrahydrofuran), O1CCCC1 (tetrahydrofuran), ClCCl (dichloromethane). Reaction conditions: temperature -60 celsius, time 10 minute. Product: CC(C)(C)OC(N[C@@H]1CC(CC1)=O)=O ((S)-(3-Oxocyclopentyl)carbamic acid 1,1-dimethylethyl ester). The yield is 52.7%. As a reaction SMILES: C([Li])CCC.C[Si](C)(C)N[Si](C)(C)C.C1(COC(=O)[CH2:24][CH2:25][C@H:26]([NH:32][C:33]([O:35][C:36]([CH3:39])([CH3:38])[CH3:37])=[O:34])[CH2:27][C:28]([O:30]C)=O)C=CC=CC=1.Cl.[H][H]>CCCCCC.O1CCCC1.ClCCl.C(O)C.[Pd]>[CH3:39][C:36]([O:35][C:33](=[O:34])[NH:32][C@H:26]1[CH2:25][CH2:24][C:28](=[O:30])[CH2:27]1)([CH3:37])[CH3:38]. Procedure details: 2.5M n-Butyllithium in hexane (5.83 ml) was added dropwise to a stirred solution of 1,1,1,3,3,3-hexamethyldisilazane (3.16 ml, 15 mmol) in tetrahydrofuran (30 ml) at 4° C. After 20 min the solution was cooled to -60° C. and (S)-3-[[(1,1-dimethylethoxy)carbonyl]amino]-hexanedioic acid 1-methyl 6-(phenylmethyl) ester (1.522 g, 4.16 mmol) in tetrahydrofuran (10 ml) was added dropwise over 5 min. The solution was stirred for 10 min before the addition of pH7 buffer (5 ml) and the mixture was then di... The reactants are CCN=C=NCCCN(C)C (EDCI), C1=CC2=C(N=C1)N(N=N2)O (HOAt), CC=1C(=C(N(C1)CC1=CC=C(C=C1)C)C(=O)O)C1=CC=C(C=C1)C (4-methyl-1-(4-methylbenzyl)-3-p-tolyl-1H-pyrrole-2-carboxylic acid), C(C)N(CCN1CCNCC1)CC (1-(2-diethylaminoethyl)-piperazine). Solvent: C(Cl)Cl (DCM). Conditions: temperature 0 celsius, time 8 hour. Yields the product C(C)N(CCN1CCN(CC1)C(=O)C=1N(C=C(C1C1=CC=C(C=C1)C)C)CC1=CC=C(C=C1)C)CC ([4-(2-diethylamino-ethyl)-piperazin-1-yl]-[4-methyl-1-(4-methylbenzyl)-3-p-tolyl-1H-pyrrol-2-yl]-methanone). Yield: 38.5%. Reaction SMILES: CCN=C=NCCCN(C)C.C1C=NC2N(O)N=NC=2C=1.[CH3:22][C:23]1[C:24]([C:39]2[CH:44]=[CH:43][C:42]([CH3:45])=[CH:41][CH:40]=2)=[C:25]([C:36](O)=[O:37])[N:26]([CH2:28][C:29]2[CH:34]=[CH:33][C:32]([CH3:35])=[CH:31][CH:30]=2)[CH:27]=1.[CH2:46]([N:48]([CH2:57][CH3:58])[CH2:49][CH2:50][N:51]1[CH2:56][CH2:55][NH:54][CH2:53][CH2:52]1)[CH3:47]>C(Cl)Cl>[CH2:57]([N:48]([CH2:46][CH3:47])[CH2:49][CH2:50][N:51]1[CH2:52][CH2:53][N:54]([C:36]([C:25]2[N:26]([CH2:28][C:29]3[CH:34]=[CH:33][C:32]([CH3:35])=[CH:31][CH:30]=3)[CH:27]=[C:23]([CH3:22])[C:24]=2[C:39]2[CH:40]=[CH:41][C:42]([CH3:45])=[CH:43][CH:44]=2)=[O:37])[CH2:55][CH2:56]1)[CH3:58]. Procedure details: EDCI (166 mg, 0.87 mmol) and HOAt (11 mg, 0.08 mmol) were added at 0° C. to a reaction mixture of 4-methyl-1-(4-methylbenzyl)-3-p-tolyl-1H-pyrrole-2-carboxylic acid (252 mg, 0.79 mmol) and 1-(2-diethylaminoethyl)-piperazine (146 mg, 0.79 mmol) in DCM (5 mL) and the reaction mixture was stirred for 30 min at 0° C. and overnight at RT. After removal of the solvent, purification proceeded by means of column chromatography and the desired product [4-(2-diethylamino-ethyl)-piperazin-1-yl]-[4-methyl-1... The reactants are N#Cc1ccc(C(=O)CBr)cc1, CS(C)=O, O. The product is N#Cc1ccc(C(=O)C=O)cc1. Reaction SMILES: [C:1](#[N:2])[c:3]1[cH:4][cH:5][c:6]([C:7]([CH2:8][Br:9])=[O:10])[cH:11][cH:12]1.[CH3:14][S:15]([CH3:16])=[O:17].[OH2:13]>>[C:1](#[N:2])[c:3]1[cH:4][cH:5][c:6]([C:7]([CH:8]=[O:13])=[O:10])[cH:11][cH:12]1. Reactants: ClC=1C=C(C=O)C=C(C1OC1=CC=C(C=C1)OC)Cl (3,5-Dichloro-4-(4-methoxy-phenoxy)-benzaldehyde), S1C(NC(C1)=O)=O (2,4-thiazolidinedione), C(C)(=O)[O-].[NH2+]1CCCCC1 (piperidinium acetate). Reagents/catalysts: N1CCCCC1 (piperidine), C(C)(=O)O (acetic acid). Run in C1(=CC=CC=C1)C (toluene). The product is ClC=1C=C(C=C2C(NC(S2)=O)=O)C=C(C1OC1=CC=C(C=C1)OC)Cl (5-[3,5-Dichloro-4-(4-methoxy-phenoxy)-benzylidene]-thiazolidine-2,4-dione). Isolated yield 40.2%. Reaction SMILES: [Cl:1][C:2]1[CH:3]=[C:4]([CH:7]=[C:8]([Cl:19])[C:9]=1[O:10][C:11]1[CH:16]=[CH:15][C:14]([O:17][CH3:18])=[CH:13][CH:12]=1)[CH:5]=O.[S:20]1[CH2:24][C:23](=[O:25])[NH:22][C:21]1=[O:26].C([O-])(=O)C.[NH2+]1CCCCC1>C1(C)C=CC=CC=1.N1CCCCC1.C(O)(=O)C>[Cl:1][C:2]1[CH:3]=[C:4]([CH:7]=[C:8]([Cl:19])[C:9]=1[O:10][C:11]1[CH:16]=[CH:15][C:14]([O:17][CH3:18])=[CH:13][CH:12]=1)[CH:5]=[C:24]1[S:20][C:21](=[O:26])[NH:22][C:23]1=[O:25] |f:2.3|. Procedure details: To a solution of the title compound of Step B (284 mg, 0.96 mmol) in toluene (16 ml) was added 2,4-thiazolidinedione (140 mg, 1.2 mmol), a catalytic amount of piperidinium acetate which was generated from piperidine (five drops) and acetic acid (five drops) and 4 Å molecular sieves. The mixture was stirred under reflux for about four hours, cooled to room temperature, filtered and concentrated. The product was purified by preparative TLC (4% methanol in dichloromethane) to afford the title compo... Reactants: OCC=1OC=C(C(C1)=O)OCC1=CC=CC=C1 (2-(hydroxymethyl)-5-(phenylmethoxy)-4H-pyran-4-one), C(C1=CC=CC=C1)N (benzylamine). Solvent: O (water). Conditions: time 8 hour. Yields the product OCC=1N(C=C(C(C1)=O)OCC1=CC=CC=C1)CC1=CC=CC=C1 (2-(hydroxymethyl)-5-(phenylmethoxy)-1-(phenylmethyl)-4(1H)pyridinone). Reaction SMILES: [OH:1][CH2:2][C:3]1O[CH:5]=[C:6]([O:10][CH2:11][C:12]2[CH:17]=[CH:16][CH:15]=[CH:14][CH:13]=2)[C:7](=[O:9])[CH:8]=1.[CH2:18]([NH2:25])[C:19]1[CH:24]=[CH:23][CH:22]=[CH:21][CH:20]=1>O>[OH:1][CH2:2][C:3]1[N:25]([CH2:18][C:19]2[CH:24]=[CH:23][CH:22]=[CH:21][CH:20]=2)[CH:5]=[C:6]([O:10][CH2:11][C:12]2[CH:13]=[CH:14][CH:15]=[CH:16][CH:17]=2)[C:7](=[O:9])[CH:8]=1. Reported procedure: A solution of 2-(hydroxymethyl)-5-(phenylmethoxy)-4H-pyran-4-one (10.5 g, 45.3 mmol) in benzylamine (40 ml) and water (60 ml) was refluxed for four hours and then stirred overnight at room temperature. The resulting precipitate was collected and washed thoroughly with water to give 9.17 g (28.6 mmol) of 2-(hydroxymethyl)-5-(phenylmethoxy)-1-(phenylmethyl)-4(1H)pyridinone (melting point 146°-147° C.) upon drying. The supernatant was diluted with water to a total volume of 450 ml, and after standi... Starting materials: C1=CC=CC=2C(C3=C(C=CC21)C=CC=C3)=C3CCN(CC3)CCOCC(=O)OC (methyl 2-[4-(5H-dibenzo[a,d]cyclohepten-5-ylidene)piperidino]ethoxyacetate), [OH-].[Na+] (sodium hydroxide), CO (methanol), C(Cl)(Cl)Cl (chloroform). Solvent: CCOCC (ether). Yields the product Cl.C1=CC=CC=2C(C3=C(C=CC21)C=CC=C3)=C3CCN(CC3)CCOCC(=O)O (2-[4-(5H-Dibenzo[a,d]cyclohepten-5-ylidene)piperidino]ethoxyacetic acid hydrochloride). As a reaction SMILES: [CH:1]1[C:11]2[CH:10]=[CH:9][C:8]3[CH:12]=[CH:13][CH:14]=[CH:15][C:7]=3[C:6](=[C:16]3[CH2:21][CH2:20][N:19]([CH2:22][CH2:23][O:24][CH2:25][C:26]([O:28]C)=[O:27])[CH2:18][CH2:17]3)[C:5]=2[CH:4]=[CH:3][CH:2]=1.[OH-].[Na+].CO.C(Cl)(Cl)[Cl:35]>CCOCC>[ClH:35].[CH:1]1[C:11]2[CH:10]=[CH:9][C:8]3[CH:12]=[CH:13][CH:14]=[CH:15][C:7]=3[C:6](=[C:16]3[CH2:17][CH2:18][N:19]([CH2:22][CH2:23][O:24][CH2:25][C:26]([OH:28])=[O:27])[CH2:20][CH2:21]3)[C:5]=2[CH:4]=[CH:3][CH:2]=1 |f:1.2,6.7|. Procedure: A mixture of 2.56 g of methyl 2-[4-(5H-dibenzo[a,d]cyclohepten-5-ylidene)piperidino]ethoxyacetate, 6.6 ml of 2N sodium hydroxide aqueous solution and 25 ml of methanol was refluxed for 1 hr and concentrated. Water was added to the residue, adjusted to pH 2 with 10% hydrochloric acid and extracted with chloroform. The chloroform layer was washed with water, dried and concentrated to give yellowish brown liquid, which was solidified with a mixture of chloroform and ether to give 2.7 g of pale yell... The reactants are N(=NC(=O)OCC)C(=O)OCC (diethyl azodicarboxylate), FC1=CC2=C(C(=NO2)C2CCN(CC2)C(CO)CC)C=C1 (2-[4-(6-fluoro-1,2-benzisoxazol-3-yl)-1-piperidinyl]butanol), C1(C=2C(C(N1)=O)=CC=CC2)=O (phthalimide), C1(=CC=CC=C1)P(C1=CC=CC=C1)C1=CC=CC=C1 (triphenylphosphine). Run in C1CCOC1 (THF), C1CCOC1 (THF), CCOCC (ether). Conditions: time 24 hour. Yields the product FC1=CC2=C(C(=NO2)C2CCN(CC2)C(CN2C(C=3C(C2=O)=CC=CC3)=O)CC)C=C1 (N-[2-[4-(6-Fluoro-1,2-benzisoxazol-3-yl)-1-piperidinyl]butyl]phthalimide). The yield is 7.6%. RXN SMILES: N(C(OCC)=O)=NC(OCC)=O.[F:13][C:14]1[CH:33]=[CH:32][C:17]2[C:18]([CH:21]3[CH2:26][CH2:25][N:24]([CH:27]([CH2:30][CH3:31])[CH2:28]O)[CH2:23][CH2:22]3)=[N:19][O:20][C:16]=2[CH:15]=1.[C:34]1(=[O:44])[NH:38][C:37](=[O:39])[C:36]2=[CH:40][CH:41]=[CH:42][CH:43]=[C:35]12.C1(P(C2C=CC=CC=2)C2C=CC=CC=2)C=CC=CC=1>C1COCC1.CCOCC>[F:13][C:14]1[CH:33]=[CH:32][C:17]2[C:18]([CH:21]3[CH2:26][CH2:25][N:24]([CH:27]([CH2:30][CH3:31])[CH2:28][N:38]4[C:37](=[O:39])[C:36]5=[CH:40][CH:41]=[CH:42][CH:43]=[C:35]5[C:34]4=[O:44])[CH2:23][CH2:22]3)=[N:19][O:20][C:16]=2[CH:15]=1. Procedure: A solution of diethyl azodicarboxylate (DEAD, 4.9 g, 28.3 mmol) in THF (50 ml) was added dropwise to a solution of 2-[4-(6-fluoro-1,2-benzisoxazol-3-yl)-1-piperidinyl]butanol (6.9 g, 23.6 mmol), phthalimide (4.16 g, 1.2 eq), and triphenylphosphine (7.4 g, 28.3 mmol) in THF (200 ml) at room temperature. The solution was stirred at room temperature for 24 hours. After the reaction, the solvent was stripped to dryness. The residue was stirred in ether (200 ml) and the insolubles were removed by fil... Reaction SMILES: O.[C:2]1([OH:10])[CH:9]=[C:7]([CH3:8])[CH:6]=[C:4]([OH:5])[CH:3]=1.[F:11][C:12]([F:24])([F:23])[C:13]1[CH:18]=[CH:17][CH:16]=[CH:15][C:14]=1[S:19](Cl)(=[O:21])=[O:20]>C([O-])(O)=O.[Na+].C(OCC)C.O>[CH3:8][C:7]1[CH:9]=[C:2]([O:10][S:19]([C:14]2[CH:15]=[CH:16][CH:17]=[CH:18][C:13]=2[C:12]([F:11])([F:23])[F:24])(=[O:21])=[O:20])[CH:3]=[C:4]([OH:5])[CH:6]=1 |f:0.1,3.4|. Conditions: time 8 hour. The reactants are O.C1(=CC(O)=CC(C)=C1)O (Orcinol monohydrate), FC(C1=C(C=CC=C1)S(=O)(=O)Cl)(F)F (2-trifluoromethylbenzenesulfonyl chloride). Yields the product CC=1C=C(C=C(C1)O)OS(=O)(=O)C1=C(C=CC=C1)C(F)(F)F (5-Methyl-3-(2-trifluoromethylphenylsulfonyloxy)phenol). The yield is 54.9%. Procedure details: Orcinol monohydrate (2.84 g, 20.0 mmol) and 2-trifluoromethylbenzenesulfonyl chloride (4.90 g, 20.0 mmol) were mixed in saturated aqueous NaHCO3 (70 mL) and diethyl ether (70 mL). The biphasic mixture was stirred vigorously at room temperature overnight. The reaction mixture was diluted with water (100 mL) and extracted into ethyl acetate (3×80 mL). The organic phase was washed with brine (2×50 mL) and dried over Na2SO4. After removing the solvent in vacuo, the residue was purified by flash colu... Run in C(=O)(O)[O-].[Na+] (NaHCO3), C(C)OCC (diethyl ether), O (water). Reactants: C1=CC=CC=2NC3=CC=CC=C3CC12 (acridan), CC(C)([O-])C.[Na+] (sodium t-butoxide), BrC=1C2=CC=CC=C2C=C2C=CC=CC12 (9-bromoanthracene), C(Cl)Cl (CH2Cl2). Reagents/catalysts: CC(=O)[O-].CC(=O)[O-].[Pd+2] (Pd(OAc)2), C(C)(C)(C)P(C(C)(C)C)C(C)(C)C (tri-t-butylphosphine). The solvent is C1(=CC=CC=C1)C (toluene), C1(=CC=CC=C1)C (toluene), hexanes. Reaction conditions: time 1 hour. Yields the product C1(=CC=CC2=CC3=CC=CC=C3C=C12)N1C=2C=CC=CC2CC2=CC=CC=C12 (N-anthracenylacridan). Isolated yield 72.9%. Reaction SMILES: [CH:1]1[C:14]2[CH2:13][C:12]3[C:7](=[CH:8][CH:9]=[CH:10][CH:11]=3)[NH:6][C:5]=2[CH:4]=[CH:3][CH:2]=1.CC(C)([O-])C.[Na+].Br[C:22]1[C:23]2[C:28]([CH:29]=[C:30]3[C:35]=1[CH:34]=[CH:33][CH:32]=[CH:31]3)=[CH:27][CH:26]=[CH:25][CH:24]=2.C(Cl)Cl>C1(C)C=CC=CC=1.CC([O-])=O.CC([O-])=O.[Pd+2].C(P(C(C)(C)C)C(C)(C)C)(C)(C)C>[C:24]1([N:6]2[C:7]3[C:12](=[CH:11][CH:10]=[CH:9][CH:8]=3)[CH2:13][C:14]3[CH:1]=[CH:2][CH:3]=[CH:4][C:5]2=3)[C:23]2[C:28](=[CH:29][C:30]3[C:35]([CH:22]=2)=[CH:34][CH:33]=[CH:32][CH:31]=3)[CH:27]=[CH:26][CH:25]=1 |f:1.2,6.7.8|. Procedure: A mixture of 10.00 g of acridan (55.2 mmol), 247.7 mg of Pd(OAc)2 (1.10 mmol), 178.6 mg of tri-t-butylphosphine (0.88 mmol), 7.95 g of sodium t-butoxide (82.7 mmol), and 15.61 g of 9-bromoanthracene (60.7 mmol) in 100 mL of dry toluene was allowed to stir under inert atmosphere for 1 h. An additional 200 mL of toluene was added to the mixture and stirring was continued at room temperature for 30 min. The reaction mixture was poured into a mixture of 600 mL of CH2Cl2 and 100 g of silica gel. Afte...